From a dataset of the Open Reaction Database (ORD), a public repository of structured organic reaction records. describe an organic reaction: reactants, conditions, products, and yield Reactants: CCOC(=O)c1sc(-c2ccc(C)cc2)nc1C, CCO, [Na+], [OH-], O. The product is Cc1ccc(-c2nc(C)c(C(=O)O)s2)cc1. RXN SMILES: [CH3:1][c:2]1[n:3][c:4](-[c:12]2[cH:13][cH:14][c:15]([CH3:18])[cH:16][cH:17]2)[s:5][c:6]1[C:7](=[O:8])[O:9][CH2:10][CH3:11].[CH3:22][CH2:23][OH:24].[Na+:20].[OH-:19].[OH2:21]>>[CH3:1][c:2]1[n:3][c:4](-[c:12]2[cH:13][cH:14][c:15]([CH3:18])[cH:16][cH:17]2)[s:5][c:6]1[C:7](=[O:8])[OH:9].